Dataset: the Open Reaction Database (ORD), a public repository of structured organic reaction records. Task: describe an organic reaction: reactants, conditions, products, and yield Reported procedure: Analogously to Example 12, 19.5 g of 3-[4-(2,3-epoxypropoxy)-phenyl]-4-methyl-5-methylthio-4H-1,2,4-triazole are reacted with 11.0 g of 5-(2-aminoethoxy)-salicylamide in 70 ml of dimethyl sulphoxide. The resin-like crude product that is obtained on mixing with water is extracted by boiling with dioxan, the dioxan solution is concentrated by evaporation and the residue is recrystallised from methanol. 1-[2-(3-carbamoyl-4-hydroxyphenoxy)-ethylamino]-3-[4-(4-methyl-5-methylthio-4H-1,2,4-triazol-3-y... Starting materials: O1C(COC2=CC=C(C=C2)C2=NN=C(N2C)SC)C1 (3-[4-(2,3-epoxypropoxy)-phenyl]-4-methyl-5-methylthio-4H-1,2,4-triazole), NCCOC1=CC=C(C(C(=O)N)=C1)O (5-(2-aminoethoxy)-salicylamide), O (water). Reaction SMILES: [O:1]1[CH2:19][CH:2]1[CH2:3][O:4][C:5]1[CH:10]=[CH:9][C:8]([C:11]2[N:15]([CH3:16])[C:14]([S:17][CH3:18])=[N:13][N:12]=2)=[CH:7][CH:6]=1.[NH2:20][CH2:21][CH2:22][O:23][C:24]1[CH:32]=[C:28]([C:29]([NH2:31])=[O:30])[C:27]([OH:33])=[CH:26][CH:25]=1.O>CS(C)=O>[C:29]([C:28]1[CH:32]=[C:24]([CH:25]=[CH:26][C:27]=1[OH:33])[O:23][CH2:22][CH2:21][NH:20][CH2:19][CH:2]([OH:1])[CH2:3][O:4][C:5]1[CH:10]=[CH:9][C:8]([C:11]2[N:15]([CH3:16])[C:14]([S:17][CH3:18])=[N:13][N:12]=2)=[CH:7][CH:6]=1)(=[O:30])[NH2:31]. Yields the product C(N)(=O)C=1C=C(OCCNCC(COC2=CC=C(C=C2)C2=NN=C(N2C)SC)O)C=CC1O (1-[2-(3-carbamoyl-4-hydroxyphenoxy)-ethylamino]-3-[4-(4-methyl-5-methylthio-4H-1,2,4-triazol-3-yl)-phenoxy]-2-propanol). Solvent: CS(=O)C (dimethyl sulphoxide).